From a dataset of the Open Reaction Database (ORD), a public repository of structured organic reaction records. describe an organic reaction: reactants, conditions, products, and yield The reactants are C(C)(C)(C)OC(=O)N1CCC2=C(N(N=C2CC1)C1CCCC1)OS(=O)(=O)C(F)(F)F (2-cyclopentyl-3-trifluoromethanesulfonyloxy-4,5,7,8-tetrahydro-2H-1,2,6-triaza-azulene-6-carboxylic acid tert-butyl ester), COC1=CC=C(C=C1)B(O)O (4-methoxyphenylboronic acid). Yields the product C1(CCCC1)N1N=C2CCNCCC2=C1C1=CC=C(C=C1)OC (2-Cyclopentyl-3-(4-methoxy-phenyl)-2,4,5,6,7,8-hexahydro-1,2,6-triaza-azulene). The yield is 17.0%. Reaction SMILES: C(OC([N:8]1[CH2:17][CH2:16][C:15]2[C:11](=[C:12](OS(C(F)(F)F)(=O)=O)[N:13]([CH:18]3[CH2:22][CH2:21][CH2:20][CH2:19]3)[N:14]=2)[CH2:10][CH2:9]1)=O)(C)(C)C.[CH3:31][O:32][C:33]1[CH:38]=[CH:37][C:36](B(O)O)=[CH:35][CH:34]=1>>[CH:18]1([N:13]2[C:12]([C:36]3[CH:37]=[CH:38][C:33]([O:32][CH3:31])=[CH:34][CH:35]=3)=[C:11]3[C:15]([CH2:16][CH2:17][NH:8][CH2:9][CH2:10]3)=[N:14]2)[CH2:19][CH2:20][CH2:21][CH2:22]1. Procedure: The title compound (34.9 mg) was prepared as in Example 177, Steps C and D, using 299.2 mg of 2-cyclopentyl-3-trifluoromethanesulfonyloxy-4,5,7,8-tetrahydro-2H-1,2,6-triaza-azulene-6-carboxylic acid tert-butyl ester (Example 180, Step A) and 329.2 mg of 4-methoxyphenylboronic acid. MS (ESI): exact mass calculated for C19H25N3O, 311.42. found, m/z 312.3 [M+H]+. 1H NMR (500 MHz, CD3OD): 7.26-7.23 (m, 2H), 7.11-7.08 (m, 2H), 4.51 (m, 1H), 3.87 (s, 3H), 3.43-3.40 (m, 2H), 3.20-3.16 (m, 2H), 2.80-2.7... Reactants: C(C)(C)(C)OC(=O)N1[C@@H](CC(C1)=NOC)C(=O)O ((2S,4EZ)-1-(tert-butoxycarbonyl)-4-(methoxyimino)-2-pyrrolidinecarboxylic acid), C1(=CC=C(C=C1)S(=O)(=O)Cl)C1=CC=CC=C1 ([1,1′-biphenyl]-4-sulfonyl chloride), NC[C@H](O)C1=CC=CC=C1 ((1R)-2-amino-1-phenylethanol). Product: C1(=CC=C(C=C1)S(=O)(=O)N1[C@@H](CC(C1)=NOC)C(=O)NC[C@@H](C1=CC=CC=C1)O)C1=CC=CC=C1 ((2S,4EZ)-1-([1,1′-biphenyl]-4-ylsulfony)-N-[(2R)-2hydroxy-2-phenyl-ethyl]-4-(methoxyimino)-2-pyrrolidinecarboxamide). RXN SMILES: C(OC([N:8]1[CH2:12][C:11](=[N:13][O:14][CH3:15])[CH2:10][C@H:9]1[C:16]([OH:18])=O)=O)(C)(C)C.[C:19]1([C:29]2[CH:34]=[CH:33][CH:32]=[CH:31][CH:30]=2)[CH:24]=[CH:23][C:22]([S:25](Cl)(=[O:27])=[O:26])=[CH:21][CH:20]=1.[NH2:35][CH2:36][C@@H:37]([C:39]1[CH:44]=[CH:43][CH:42]=[CH:41][CH:40]=1)[OH:38]>>[C:19]1([C:29]2[CH:34]=[CH:33][CH:32]=[CH:31][CH:30]=2)[CH:24]=[CH:23][C:22]([S:25]([N:8]2[CH2:12][C:11](=[N:13][O:14][CH3:15])[CH2:10][C@H:9]2[C:16]([NH:35][CH2:36][C@H:37]([OH:38])[C:39]2[CH:44]=[CH:43][CH:42]=[CH:41][CH:40]=2)=[O:18])(=[O:27])=[O:26])=[CH:21][CH:20]=1. Procedure: Following the general method as outlined in Example 22, starting from (2S,4EZ)-1-(tert-butoxycarbonyl)-4-(methoxyimino)-2-pyrrolidinecarboxylic acid, [1,1′-biphenyl]-4-sulfonyl chloride, and (1R)-2-amino-1-phenylethanol, the title compound was obtained in 87% purity by HPLC. MS(ESI+): m/z=494. Reactants: ClC1=NC(=C(N=C1)C1=CC=CC=C1)C1=CC=CC=C1 (2-chloro-5,6-diphenylpyrazine), CNC1CCC2=C(C=CC=C12)OCOC (1-methylamino-4-(methoxymethoxy)indane), CNCCCCO (4-(methylamino)-1-butanol). Reaction SMILES: Cl[C:2]1[CH:7]=[N:6][C:5]([C:8]2[CH:13]=[CH:12][CH:11]=[CH:10][CH:9]=2)=[C:4]([C:14]2[CH:19]=[CH:18][CH:17]=[CH:16][CH:15]=2)[N:3]=1.[CH3:20][NH:21][CH:22]1[C:30]2[C:25](=[C:26]([O:31][CH2:32][O:33][CH3:34])[CH:27]=[CH:28][CH:29]=2)[CH2:24][CH2:23]1.CNCCCCO>>[C:8]1([C:5]2[N:6]=[CH:7][C:2]([N:21]([CH:22]3[C:30]4[C:25](=[C:26]([O:31][CH2:32][O:33][CH3:34])[CH:27]=[CH:28][CH:29]=4)[CH2:24][CH2:23]3)[CH3:20])=[N:3][C:4]=2[C:14]2[CH:19]=[CH:18][CH:17]=[CH:16][CH:15]=2)[CH:13]=[CH:12][CH:11]=[CH:10][CH:9]=1. Product: C1(=CC=CC=C1)C=1N=CC(=NC1C1=CC=CC=C1)N(C)C1CCC2=C(C=CC=C12)OCOC (1-[N-(5,6-diphenylpyrazin-2-yl)-N-methylamino]-4-(methoxymethoxy)indane). Procedure details: In the same manner as in the step 1 of Example 9, except that 2-chloro-5,6-diphenylpyrazine was used in place of 2-chloro-5,6-di-p-tolylpyrazine and 1-methylamino-4-(methoxymethoxy)indane was use in place of 4-(methylamino)-1-butanol, the desired compound was prepared as a pale yellow oily substance. The reactants are ClC1=C(OCCCC(=O)O)C=CC=C1 (4-(2-chloro-phenoxy)-butyric acid), S(=O)(Cl)Cl (thionyl chloride). Conditions: temperature 90 celsius, time 3 hour. Yields the product ClC1=C(OCCCC(=O)Cl)C=CC=C1 (4-(2-Chloro-phenoxy)-butyryl chloride). RXN SMILES: [Cl:1][C:2]1[CH:14]=[CH:13][CH:12]=[CH:11][C:3]=1[O:4][CH2:5][CH2:6][CH2:7][C:8](O)=[O:9].S(Cl)([Cl:17])=O>>[Cl:1][C:2]1[CH:14]=[CH:13][CH:12]=[CH:11][C:3]=1[O:4][CH2:5][CH2:6][CH2:7][C:8]([Cl:17])=[O:9]. Procedure details: To 4-(2-chloro-phenoxy)-butyric acid (250 mg, 1.165 mmol) was added portion wise thionyl chloride (1.69 mL), and the reaction mixture was stirred for 3 hours at 90° C. After such time the excess of thionyl chloride was removed in vacuo to yield the crude title compound which was used in the next step without any further purification. Starting materials: BrC=1C2=CC=CC=C2C(=C2C=CC=CC12)Br (9,10-dibromoanthracene), C1(=CC=CC=C1)[Si](C1=CC=CC=C1)(C1=CC=CC=C1)Cl (triphenylsilyl chloride), C(CCC)[Li] (n-butyl lithium). Run in O1CCCC1 (tetrahydrofuran), O1CCCC1 (THF). Run at time 30 minute. The product is BrC=1C2=CC=CC=C2C(=C2C=CC=CC12)[Si](C1=CC=CC=C1)(C1=CC=CC=C1)C1=CC=CC=C1 (9-bromo-10-triphenysilyl anthracene). Reaction SMILES: Br[C:2]1[C:3]2[C:8]([C:9]([Br:16])=[C:10]3[C:15]=1[CH:14]=[CH:13][CH:12]=[CH:11]3)=[CH:7][CH:6]=[CH:5][CH:4]=2.C([Li])CCC.[C:22]1([Si:28](Cl)([C:35]2[CH:40]=[CH:39][CH:38]=[CH:37][CH:36]=2)[C:29]2[CH:34]=[CH:33][CH:32]=[CH:31][CH:30]=2)[CH:27]=[CH:26][CH:25]=[CH:24][CH:23]=1>O1CCCC1>[Br:16][C:9]1[C:10]2[C:15]([C:2]([Si:28]([C:29]3[CH:30]=[CH:31][CH:32]=[CH:33][CH:34]=3)([C:35]3[CH:40]=[CH:39][CH:38]=[CH:37][CH:36]=3)[C:22]3[CH:23]=[CH:24][CH:25]=[CH:26][CH:27]=3)=[C:3]3[C:8]=1[CH:7]=[CH:6][CH:5]=[CH:4]3)=[CH:14][CH:13]=[CH:12][CH:11]=2. Procedure details: In a nitrogen atmosphere, 12 g (35.7 mmol) of 9,10-dibromoanthracene, and 300 ml of tetrahydrofuran (THF) were added to a round-bottom flask. Next, 14.4 ml (35.7 mmol, 2.5M) of n-butyl lithium was added dropwise slowly into the round-bottom flask at −78° C. After mixing and reacting for 30 min, 12 g (40.7 mmol) triphenylsilyl chloride with 50 ml THF were added dropwise slowly into the round-bottom flask at −78° C. After reacting at room temperature for 24 hours, the resulting mixture was subject... The reactants are C(C)(C)(C)OC(=O)N1CCN(CC1)C1=C(C=CC=C1)OCC(C)NC(=O)OCC1=CC=CC=C1 (4-[2-(2-Benzyloxycarbonylamino-propoxy)-phenyl]-piperazine-1-carboxylic acid tert-butyl ester). Reagents/catalysts: [Pd] (palladium on carbon). Solvent: CO (methanol). Run at time 4 hour. Product: C(C)(C)(C)OC(=O)N1CCN(CC1)C1=C(C=CC=C1)OCC(C)N (4-[2-(2-Amino-propoxy)-phenyl]-piperazine-1-carboxylic acid tert-butyl ester). The yield is 103.1%. Reaction SMILES: [C:1]([O:5][C:6]([N:8]1[CH2:13][CH2:12][N:11]([C:14]2[CH:19]=[CH:18][CH:17]=[CH:16][C:15]=2[O:20][CH2:21][CH:22]([NH:24]C(OCC2C=CC=CC=2)=O)[CH3:23])[CH2:10][CH2:9]1)=[O:7])([CH3:4])([CH3:3])[CH3:2]>[Pd].CO>[C:1]([O:5][C:6]([N:8]1[CH2:13][CH2:12][N:11]([C:14]2[CH:19]=[CH:18][CH:17]=[CH:16][C:15]=2[O:20][CH2:21][CH:22]([NH2:24])[CH3:23])[CH2:10][CH2:9]1)=[O:7])([CH3:4])([CH3:3])[CH3:2]. Procedure: 4-[2-(2-Benzyloxycarbonylamino-propoxy)-phenyl]-piperazine-1-carboxylic acid tert-butyl ester (5.7 g, 12.15 mmol) and 10% wet palladium on carbon (5.0 g) were dissolved in methanol (200 mL) at r.t. The solution was stirred under hydrogen for about 4 hours. The mixture was filtered through a bed of celite. The solvent was removed under reduced pressure to afford the title compound as a colorless oil (4.2 g, 100%). The reactants are ClC=1C=CC2=C(OC(CO2)(C)C(=O)O)C1 ((7-chloro-2,3-dihydro-2-methyl-1,4-benzodioxin-2-yl)carboxylic acid), [Li]C.[Li+].[Br-] (MeLi LiBr), [NH4+].[Cl-] (NH4Cl). Run in C(C)OCC (ethyl ether), C(C)OCC (ethyl ether). Yields the product C(C)(=O)C1(COC2=C(O1)C=C(C=C2)Cl)C (2-acetyl-7-chloro-2,3-dihydro-2-methyl-1,4-benzodioxin). RXN SMILES: [Li][CH3:2].[Li+].[Br-].[Cl:5][C:6]1[CH:7]=[CH:8][C:9]2[O:14][CH2:13][C:12]([C:16]([OH:18])=O)([CH3:15])[O:11][C:10]=2[CH:19]=1.[NH4+].[Cl-]>C(OCC)C>[C:16]([C:12]1([CH3:15])[O:11][C:10]2[CH:19]=[C:6]([Cl:5])[CH:7]=[CH:8][C:9]=2[O:14][CH2:13]1)(=[O:18])[CH3:2] |f:0.1.2,4.5|. Procedure: 80 ml of a 2M MeLi-LiBr solution in ethyl ether was added dropwise, under nitrogen stream, to a solution of 17.7 g of (7-chloro-2,3-dihydro-2-methyl-1,4-benzodioxin-2-yl)carboxylic acid (prepared as described in Example 3) dissolved in 420 ml of anhydrous ethyl ether. The reaction mixture was refluxed for 1 hour, then poured into 200 ml of a NH4Cl saturated solution. The separated ether phase was washed with NaHCO3 and water, then dried. Solvent was removed under vacuum. After distillation, 2-ac... The reactants are C(=O)O (formic acid), ClC=1C=C(C=CC1Cl)N1N=C(C(C1)C)NC=O (N-[1-(3,4-Dichlorophenyl)-4-methyl-2-pyrazolin-3-yl]-formamide). The solvent is O (Water). Run at time 3 hour. The product is ClC1=CC=C(C=C1)N1N=C(C(C1)C)NC=O (N-[1-(p-Chlorophenyl)-4-methyl-2-pyrazolin-3-yl]formamide). Reaction SMILES: C(O)=O.Cl[C:5]1[CH:6]=[C:7]([N:12]2[CH2:16][CH:15]([CH3:17])[C:14]([NH:18][CH:19]=[O:20])=[N:13]2)[CH:8]=[CH:9][C:10]=1[Cl:11]>O>[Cl:11][C:10]1[CH:5]=[CH:6][C:7]([N:12]2[CH2:16][CH:15]([CH3:17])[C:14]([NH:18][CH:19]=[O:20])=[N:13]2)=[CH:8][CH:9]=1. Procedure: A 2.2 g. amount of the preceding compound is dissolved in 10.0 ml. of a mixture of formic acid and acetic anhydride (Example 15). The mixture is allowed to remain at room temperature for 3 hours. Water is added and a yellow solid is collected by filtration. The solid is dissolved in dichloromethane. The solution is dried over anhydrous magnesium sulfate and filtered through a hydrous magnesium silicate. The filtrate is concentrated while adding hexane until turbidity occurs. The mixture is coole... Reaction conditions: temperature 90 celsius, time 2 hour. The reagents and catalysts are C1(=CC=CC=C1)P(C1=CC=CC=C1)C1=CC=CC=C1.C1(=CC=CC=C1)P(C1=CC=CC=C1)C1=CC=CC=C1.C1(=CC=CC=C1)P(C1=CC=CC=C1)C1=CC=CC=C1.C1(=CC=CC=C1)P(C1=CC=CC=C1)C1=CC=CC=C1.[Pd] (Palladium tetrakis(triphenylphosphine)). The solvent is C1(=CC=CC=C1)C.CO (toluene methanol). RXN SMILES: Br[C:2]1[CH:7]=[CH:6][C:5]([C:8]([OH:40])([CH3:39])[CH2:9][C:10]2[N:11]([C:20]([C:33]3[CH:38]=[CH:37][CH:36]=[CH:35][CH:34]=3)([C:27]3[CH:32]=[CH:31][CH:30]=[CH:29][CH:28]=3)[C:21]3[CH:26]=[CH:25][CH:24]=[CH:23][CH:22]=3)[CH:12]=[C:13]([CH2:15][C:16]([CH3:19])([CH3:18])[CH3:17])[N:14]=2)=[CH:4][CH:3]=1.C(=O)([O-])[O-].[K+].[K+].[CH3:47][N:48]1[CH:52]=[C:51](B2OC(C)(C)C(C)(C)O2)[CH:50]=[N:49]1>C1(C)C=CC=CC=1.CO.C1(P(C2C=CC=CC=2)C2C=CC=CC=2)C=CC=CC=1.C1(P(C2C=CC=CC=2)C2C=CC=CC=2)C=CC=CC=1.C1(P(C2C=CC=CC=2)C2C=CC=CC=2)C=CC=CC=1.C1(P(C2C=CC=CC=2)C2C=CC=CC=2)C=CC=CC=1.[Pd]>[CH3:17][C:16]([CH3:19])([CH3:18])[CH2:15][C:13]1[N:14]=[C:10]([CH2:9][C:8]([C:5]2[CH:6]=[CH:7][C:2]([C:51]3[CH:50]=[N:49][N:48]([CH3:47])[CH:52]=3)=[CH:3][CH:4]=2)([OH:40])[CH3:39])[N:11]([C:20]([C:33]2[CH:38]=[CH:37][CH:36]=[CH:35][CH:34]=2)([C:27]2[CH:32]=[CH:31][CH:30]=[CH:29][CH:28]=2)[C:21]2[CH:26]=[CH:25][CH:24]=[CH:23][CH:22]=2)[CH:12]=1 |f:1.2.3,5.6,7.8.9.10.11|. Reactants: BrC1=CC=C(C=C1)C(CC=1N(C=C(N1)CC(C)(C)C)C(C1=CC=CC=C1)(C1=CC=CC=C1)C1=CC=CC=C1)(C)O (2-(4-bromophenyl)-1-[4-(2,2-dimethylpropyl)-1-trityl-1H-imidazol-2-yl]propan-2-ol), C([O-])([O-])=O.[K+].[K+] (potassium carbonate), CN1N=CC(=C1)B1OC(C(O1)(C)C)(C)C (1-methyl-4-(4,4,5,5-tetramethyl-1,3,2-dioxaborolan-2-yl)-1H-pyrazole). Product: CC(CC=1N=C(N(C1)C(C1=CC=CC=C1)(C1=CC=CC=C1)C1=CC=CC=C1)CC(C)(O)C1=CC=C(C=C1)C=1C=NN(C1)C)(C)C (1-[4-(2,2-dimethylpropyl)-1-trityl-1H-imidazol-2-yl]-2-[4-(1-methyl-1H-pyrazol-4-yl)phenyl]propan-2-ol). Procedure details: Palladium tetrakis(triphenylphosphine) (50 mg, 0.04 mmol) was added to a degassed, ambient temperature solution of 2-(4-bromophenyl)-1-[4-(2,2-dimethylpropyl)-1-trityl-1H-imidazol-2-yl]propan-2-ol (500 mg, 0.84 mmol), potassium carbonate (151 mg, 1.1 mmol) and 1-methyl-4-(4,4,5,5-tetramethyl-1,3,2-dioxaborolan-2-yl)-1H-pyrazole (193 mg, 0.9 mmol) in toluene/methanol (10:1) (4.4 mL). After stirring at 90° C. for 2 hr, the reaction mixture was washed with water and brine, dried (sodium sulfate) an...